Dataset: the Open Reaction Database (ORD), a public repository of structured organic reaction records. Task: describe an organic reaction: reactants, conditions, products, and yield The reactants are BrC1=NC=C(C=C1)OCOC (2-bromo-5-(methoxymethoxy)pyridine), dichloro-((bis-diphenylphosphino)ferrocenyl)-palladium(II), C(C(C)(C)C)[Mg]Cl (neopentylmagnesium chloride). Run in C1CCOC1 (THF). Conditions: time 3 hour. The product is COCOC=1C=CC(=NC1)CC(C)(C)C (5-(methoxymethoxy)-2-neopentylpyridine). As a reaction SMILES: Br[C:2]1[CH:7]=[CH:6][C:5]([O:8][CH2:9][O:10][CH3:11])=[CH:4][N:3]=1.[CH2:12]([Mg]Cl)[C:13]([CH3:16])([CH3:15])[CH3:14]>C1COCC1>[CH3:11][O:10][CH2:9][O:8][C:5]1[CH:6]=[CH:7][C:2]([CH2:12][C:13]([CH3:16])([CH3:15])[CH3:14])=[N:3][CH:4]=1. Reported procedure: To a solution of 2-bromo-5-(methoxymethoxy)pyridine (30.5 g, 140 mmol) in THF (5 mL) at 0° C. under N2 is added dichloro-((bis-diphenylphosphino)ferrocenyl)-palladium(II) (4.88 g, 5.5 mmol) followed by dropwise addition of neopentylmagnesium chloride (155 mL, 155 mmol) over 2 min. After addition, the cooling bath was removed and the reaction stirred 3 h at rt. The reaction was cooled to 0° C. and saturated NH4Cl (500 mL) was added, and the aqueous layers extracted with EtOAc (3×200 mL). The comb... Starting materials: CN1C(N(C(C=C1C1=CC(=C(C=C1)OCC(=O)OCC)OC)=NC1=C(C=C(C=C1C)C)C)C)=O (3,4-dihydro-1,3-dimethyl-6-(4-ethoxycarbonylmethoxy-3-methoxyphenyl)-4-(2,4,6-trimethylphenylimino)-2(1H)-pyrimidinone), Example 16, [OH-].[Na+] (sodium hydroxide). The solvent is CO (methanol). Run at time 2 hour. Yields the product C(=O)(O)COC1=C(C=C(C=C1)C1=CC(N(C(N1C)=O)C)=NC1=C(C=C(C=C1C)C)C)OC (3,4-dihydro-6-(4-carboxymethoxy-3-methoxyphenyl)-1,3-dimethyl-4-(2,4,6-trimethylphenylimino)-2(1H)-pyrimidinone). As a reaction SMILES: [CH3:1][N:2]1[C:7]([C:8]2[CH:13]=[CH:12][C:11]([O:14][CH2:15][C:16]([O:18]CC)=[O:17])=[C:10]([O:21][CH3:22])[CH:9]=2)=[CH:6][C:5](=[N:23][C:24]2[C:29]([CH3:30])=[CH:28][C:27]([CH3:31])=[CH:26][C:25]=2[CH3:32])[N:4]([CH3:33])[C:3]1=[O:34].[OH-].[Na+]>CO>[C:16]([CH2:15][O:14][C:11]1[CH:12]=[CH:13][C:8]([C:7]2[N:2]([CH3:1])[C:3](=[O:34])[N:4]([CH3:33])[C:5](=[N:23][C:24]3[C:29]([CH3:30])=[CH:28][C:27]([CH3:31])=[CH:26][C:25]=3[CH3:32])[CH:6]=2)=[CH:9][C:10]=1[O:21][CH3:22])([OH:18])=[O:17] |f:1.2|. Procedure: To a solution of 3,4-dihydro-1,3-dimethyl-6-(4-ethoxycarbonylmethoxy-3-methoxyphenyl)-4-(2,4,6-trimethylphenylimino)-2(1H)-pyrimidinone as obtained in Example 16 (0.67 g) in methanol (4 ml) was added 1N aqueous sodium hydroxide (2.38 ml) and the mixture was stirred at ambient temperature for 2 hours. After removal of the solvent, the residue was dissolved in water (5 ml), neutralized with 1-Nhydrochloric acid and extracted with chloroform. The organic layer was dried over sodium sulfate, evapora...